This data is from the Open Reaction Database (ORD), a public repository of structured organic reaction records. The task is: describe an organic reaction: reactants, conditions, products, and yield The reactants are CCO, [NH4+], [OH-], O=c1[nH]cc(C(c2ccccc2)c2ccccc2)cc1C(c1ccccc1)c1ccccc1, O=P(Cl)(Cl)c1ccccc1. Yields the product Clc1ncc(C(c2ccccc2)c2ccccc2)cc1C(c1ccccc1)c1ccccc1. Reaction SMILES: [CH3:46][CH2:47][OH:48].[NH4+:44].[OH-:45].[c:1]1([CH:7]([c:8]2[c:9](=[O:27])[nH:10][cH:11][c:12]([CH:14]([c:15]3[cH:16][cH:17][cH:18][cH:19][cH:20]3)[c:21]3[cH:22][cH:23][cH:24][cH:25][cH:26]3)[cH:13]2)[c:28]2[cH:29][cH:30][cH:31][cH:32][cH:33]2)[cH:2][cH:3][cH:4][cH:5][cH:6]1.[c:34]1([P:35]([Cl:36])(=[O:37])[Cl:42])[cH:38][cH:39][cH:40][cH:41][cH:43]1>>[c:1]1([CH:7]([c:8]2[c:9]([Cl:42])[n:10][cH:11][c:12]([CH:14]([c:15]3[cH:16][cH:17][cH:18][cH:19][cH:20]3)[c:21]3[cH:22][cH:23][cH:24][cH:25][cH:26]3)[cH:13]2)[c:28]2[cH:29][cH:30][cH:31][cH:32][cH:33]2)[cH:2][cH:3][cH:4][cH:5][cH:6]1. The product is FC(C=1C=C(CC2(CCN(CC2)CC2OC3=C(C2)C=C(C=C3)OCC3=CC=CC=C3)O)C=CC1)(F)F ((RS)-4-(3-Trifluoromethyl-benzyl)-1-(5-benzyloxy-2,3-dihydro-benzofuran-2-ylmethyl)-piperidin-4-ol). Starting materials: FC(C=1C=C(CC2(CCNCC2)O)C=CC1)(F)F (4-(3-trifluoromethyl-benzyl)-piperidin-4-ol), C(C1=CC=CC=C1)OC=1C=CC2=C(CC(O2)CBr)C1 (5-benzyloxy-2-(RS)-bromomethyl-2,3-dihydro-benzofuran). Reaction SMILES: [F:1][C:2]([F:18])([F:17])[C:3]1[CH:4]=[C:5]([CH:14]=[CH:15][CH:16]=1)[CH2:6][C:7]1([OH:13])[CH2:12][CH2:11][NH:10][CH2:9][CH2:8]1.[CH2:19]([O:26][C:27]1[CH:28]=[CH:29][C:30]2[O:34][CH:33]([CH2:35]Br)[CH2:32][C:31]=2[CH:37]=1)[C:20]1[CH:25]=[CH:24][CH:23]=[CH:22][CH:21]=1>>[F:18][C:2]([F:1])([F:17])[C:3]1[CH:4]=[C:5]([CH:14]=[CH:15][CH:16]=1)[CH2:6][C:7]1([OH:13])[CH2:8][CH2:9][N:10]([CH2:35][CH:33]2[CH2:32][C:31]3[CH:37]=[C:27]([O:26][CH2:19][C:20]4[CH:25]=[CH:24][CH:23]=[CH:22][CH:21]=4)[CH:28]=[CH:29][C:30]=3[O:34]2)[CH2:11][CH2:12]1. Procedure details: The title compound MS: m/e=498.6 (M+H+) was prepared from 4-(3-trifluoromethyl-benzyl)-piperidin-4-ol and 5-benzyloxy-2-(RS)-bromomethyl-2,3-dihydro-benzofuran.